From a dataset of the Open Reaction Database (ORD), a public repository of structured organic reaction records. describe an organic reaction: reactants, conditions, products, and yield Starting materials: CC(C)(C)O, CC(=O)C=CC1C(C(=O)O)C1(C)C, [Cl-], c1ccccc1. Product: CC(=O)C=CC1C(C(=O)OC(C)(C)C)C1(C)C. As a reaction SMILES: [C:15]([CH3:16])([CH3:17])([CH3:18])[OH:19].[CH3:2][C:3]1([CH3:14])[CH:4]([C:11](=[O:12])[OH:13])[CH:5]1[CH:6]=[CH:7][C:8]([CH3:9])=[O:10].[Cl-:1].[cH:20]1[cH:21][cH:22][cH:23][cH:24][cH:25]1>>[CH3:2][C:3]1([CH3:14])[CH:4]([C:11](=[O:12])[O:13][C:15]([CH3:16])([CH3:17])[CH3:18])[CH:5]1[CH:6]=[CH:7][C:8]([CH3:9])=[O:10]. The reactants are C1(=CC=CC=C1)CC(=O)[O-] (phenylacetate), FC1=CC=C(C=O)C=C1 (4-fluorobenzaldehyde), [Br-].COC(=O)C1=C(C[P+](C2=CC=CC=C2)(C2=CC=CC=C2)C2=CC=CC=C2)C=CC=C1 ((o-methoxycarbonylbenzyl)triphenylphosphonium bromide), C(C1=CC=CC=C1)Cl (benzyl chloride), S(O)(O)(=O)=O (sulphuric acid), C1(=CC=CC=C1)CC#N (phenylacetonitrile), O1C(=CC=C1)CCC1=C(C=CC=C1)CC(=O)OC (methyl 2-[2-(2-furyl)ethyl]phenylacetate), [C-]#N.[K+] (potassium cyanide). Solvent: CO (methanol), CS(=O)C (DMSO). Yields the product FC1=CC=C(C=C1)CCC1=C(C=CC=C1)CC(=O)OC (Methyl 2-(2-[4-fluorophenyl]ethyl)phenylacetate). RXN SMILES: [F:1][C:2]1[CH:9]=[CH:8][C:5]([CH:6]=O)=[CH:4][CH:3]=1.[Br-].COC(C1C=CC=CC=1C[P+](C1C=CC=CC=1)(C1C=CC=CC=1)C1C=CC=CC=1)=O.O1C=CC=C1C[CH2:47][C:48]1[CH:53]=[CH:52][CH:51]=[CH:50][C:49]=1[CH2:54][C:55]([O:57][CH3:58])=[O:56].C(Cl)C1C=CC=CC=1.C1(CC([O-])=O)C=CC=CC=1.[C-]#N.[K+].C1(CC#N)C=CC=CC=1.S(=O)(=O)(O)O>CS(C)=O.CO>[F:1][C:2]1[CH:9]=[CH:8][C:5]([CH2:6][CH2:47][C:48]2[CH:53]=[CH:52][CH:51]=[CH:50][C:49]=2[CH2:54][C:55]([O:57][CH3:58])=[O:56])=[CH:4][CH:3]=1 |f:1.2,6.7|. Procedure details: Methyl 2-(2-[4-fluorophenyl]ethyl)phenylacetate was prepared from 4-fluorobenzaldehyde and (o-methoxycarbonylbenzyl)triphenylphosphonium bromide by a route similar to that described in Example 3 for the preparation of methyl 2-[2-(2-furyl)ethyl]phenylacetate. In this instance, the benzyl chloride was converted into the phenylacetate by treatment with potassium cyanide in DMSO and, then, methanolysis of the resulting phenylacetonitrile with sulphuric acid in methanol. Reactants: CCN=C=NCCCN(C)C, CCN(C(C)C)C(C)C, Cl, O=C(O)C(F)(F)F, NCC(=O)N1CCN(C(=O)c2ccccc2C(F)(F)F)CC1, CN(C)C=O, O, On1nnc2ccccc21, O=C(O)c1ccc(-c2ccccc2)nc1. The product is O=C(NCC(=O)N1CCN(C(=O)c2ccccc2C(F)(F)F)CC1)c1ccc(-c2ccccc2)nc1. As a reaction SMILES: [CH3:49][CH2:50][N:51]=[C:52]=[N:53][CH2:54][CH2:55][CH2:56][N:57]([CH3:58])[CH3:59].[CH:1]([N:2]([CH2:3][CH3:4])[CH:5]([CH3:6])[CH3:7])([CH3:8])[CH3:9].[ClH:60].[F:32][C:33]([F:34])([F:35])[C:36]([OH:37])=[O:38].[NH2:10][CH2:11][C:12](=[O:13])[N:14]1[CH2:15][CH2:16][N:17]([C:20]([c:21]2[c:22]([C:27]([F:28])([F:29])[F:30])[cH:23][cH:24][cH:25][cH:26]2)=[O:31])[CH2:18][CH2:19]1.[O:76]=[CH:77][N:78]([CH3:79])[CH3:80].[OH2:81].[OH:39][n:40]1[c:41]2[c:42]([cH:43][cH:44][cH:45][cH:46]2)[n:47][n:48]1.[c:61]1(-[c:67]2[n:68][cH:69][c:70]([C:71](=[O:72])[OH:73])[cH:74][cH:75]2)[cH:62][cH:63][cH:64][cH:65][cH:66]1>>[NH:10]([CH2:11][C:12](=[O:13])[N:14]1[CH2:15][CH2:16][N:17]([C:20]([c:21]2[c:22]([C:27]([F:28])([F:29])[F:30])[cH:23][cH:24][cH:25][cH:26]2)=[O:31])[CH2:18][CH2:19]1)[C:71]([c:70]1[cH:69][n:68][c:67](-[c:61]2[cH:62][cH:63][cH:64][cH:65][cH:66]2)[cH:75][cH:74]1)=[O:72]. The reactants are O=C1NN=C(C=C1)C=1C(=NN2C1C=CC=C2)C2=CC=CC=C2 (3-(3-oxo-2,3-dihydropyridazin-6-yl)-2-phenylpyrazolo[1,5-a]pyridine), [Si](C)(C)(C(C)(C)C)OC1CC(CCC1)I (1-(tert-butyldimethylsilyl)oxy-3-iodocyclohexane), CC(C)([O-])C.[K+] (potassium tert-butoxide), C1COCCOCCOCCOCCOCCO1 (18-crown-6). Solvent: CN(C=O)C (N,N-dimethylformamide), C(C)(=O)OCC (ethyl acetate), CCCCCC (n-hexane). Product: [Si](C)(C)(C(C)(C)C)OC1CC(CCC1)N1N=C(C=CC1=O)C=1C(=NN2C1C=CC=C2)C2=CC=CC=C2 (3-[2-{3-(tert-butyldimethylsilyloxy)cyclohexyl}-3-oxo-2,3-dihydropyridazin-6-yl]-2-phenylpyrazolo[1,5-a]-pyridine). The yield is 15.2%. RXN SMILES: [O:1]=[C:2]1[CH:7]=[CH:6][C:5]([C:8]2[C:9]([C:17]3[CH:22]=[CH:21][CH:20]=[CH:19][CH:18]=3)=[N:10][N:11]3[CH:16]=[CH:15][CH:14]=[CH:13][C:12]=23)=[N:4][NH:3]1.[Si:23]([O:30][CH:31]1[CH2:36][CH2:35][CH2:34][CH:33](I)[CH2:32]1)([C:26]([CH3:29])([CH3:28])[CH3:27])([CH3:25])[CH3:24].CC(C)([O-])C.[K+].C1OCCOCCOCCOCCOCCOC1>CN(C)C=O.C(OCC)(=O)C.CCCCCC>[Si:23]([O:30][CH:31]1[CH2:32][CH2:33][CH2:34][CH:35]([N:3]2[C:2](=[O:1])[CH:7]=[CH:6][C:5]([C:8]3[C:9]([C:17]4[CH:22]=[CH:21][CH:20]=[CH:19][CH:18]=4)=[N:10][N:11]4[CH:16]=[CH:15][CH:14]=[CH:13][C:12]=34)=[N:4]2)[CH2:36]1)([C:26]([CH3:29])([CH3:28])[CH3:27])([CH3:25])[CH3:24] |f:2.3|. Procedure details: A solution of 3-(3-oxo-2,3-dihydropyridazin-6-yl)-2-phenylpyrazolo[1,5-a]pyridine (870 mg), 1-(tert-butyldimethylsilyl)oxy-3-iodocyclohexane (1.5 g), potassium tert-butoxide (472 mg) and 18-crown-6 (80mg) in N,N-dimethylformamide (10 ml) was stirred for 2 hours at room temperature. A reaction mixture was diluted with a mixture of ethyl acetate (150 ml) and n-hexane (50 ml), which was washed in turn with water (50-ml), 1N-aqueous sodium hydroxide solution (50 ml×3) and saturated sodium chloride i...